From a dataset of the Open Reaction Database (ORD), a public repository of structured organic reaction records. describe an organic reaction: reactants, conditions, products, and yield Starting materials: CC(C)(C)OC(N)=O, CO, O=CO, O=Cc1ccccc1Cl, [Na], O, O=S(O)c1ccccc1. Product: CC(C)(C)OC(=O)NC(c1ccccc1Cl)S(=O)(=O)c1ccccc1. Reaction SMILES: [C:1]([NH2:2])([O:3][C:4]([CH3:5])([CH3:6])[CH3:7])=[O:8].[CH3:32][OH:33].[CH:28]([OH:29])=[O:30].[Cl:19][c:20]1[c:21]([CH:22]=[O:23])[cH:24][cH:25][cH:26][cH:27]1.[Na:9].[OH2:31].[c:10]1([S:16](=[O:17])[OH:18])[cH:11][cH:12][cH:13][cH:14][cH:15]1>>[C:1]([NH:2][CH:22]([S:16]([c:10]1[cH:11][cH:12][cH:13][cH:14][cH:15]1)(=[O:17])=[O:18])[c:21]1[c:20]([Cl:19])[cH:27][cH:26][cH:25][cH:24]1)([O:3][C:4]([CH3:5])([CH3:6])[CH3:7])=[O:8]. Starting materials: COC(=O)C1=C(C=2C(=NC=CC2)S1)N (3-aminothieno[2,3-b]pyridine-2-carboxylic acid methyl ester), N1CCNCC1 (piperazine), CN1C(CCC1)=O (N-methyl-2-pyrrolidinone). Solvent: O (water). Conditions: temperature 145 celsius. Product: S1C=C(C=2C1=NC=CC2)N (thieno[2,3-b]pyridine-3-amine). The yield is 85.6%. Reaction SMILES: COC([C:5]1[S:13][C:8]2=[N:9][CH:10]=[CH:11][CH:12]=[C:7]2[C:6]=1[NH2:14])=O.N1CCNCC1.CN1CCCC1=O>O>[S:13]1[C:8]2=[N:9][CH:10]=[CH:11][CH:12]=[C:7]2[C:6]([NH2:14])=[CH:5]1. Reported procedure: A mixture of 3-aminothieno[2,3-b]pyridine-2-carboxylic acid methyl ester (8.00 g), piperazine (6.70 g), and N-methyl-2-pyrrolidinone (80 ml) was heated to 145° C. for 3 hr, under a nitrogen atmosphere. The solution was allowed to cool, diluted with water (400 ml), and extracted with ethyl acetate. The combined extracts were washed with water and brine dried over anhydrous sodium sulfate, filtered, and the filtrate was concentrated to give 4.94 g (86.0%) of residual thieno[2,3-b]pyridine-3-amine. Starting materials: CC(C)([O-])C.[K+] (Potassium tert-butoxide), C(C)OC(CCCCCC(C(=O)OC(C)(C)C)C(=O)OC(C)(C)C)=O (2-tert-butoxycarbonyloctanedioic acid 1-tert-butyl ester 8-ethyl ester), ClC1=NC(=NS1)C (5-chloro-3-methyl-1,2,4-thiadiazole). The solvent is O1CCCC1 (tetrahydrofuran). Yields the product C(C)OC(CCCCCC(C(=O)OC(C)(C)C)(C1=NC(=NS1)C)C(=O)OC(C)(C)C)=O (2-tert-Butoxycarbonyl-2-(3-methyl[1,2,4]thiadiazol-5-yl)octanedioic Acid 1-tert-Butyl Ester 8-Ethyl Ester). Reaction SMILES: CC(C)([O-])C.[K+].[CH2:7]([O:9][C:10](=[O:31])[CH2:11][CH2:12][CH2:13][CH2:14][CH2:15][CH:16]([C:24]([O:26][C:27]([CH3:30])([CH3:29])[CH3:28])=[O:25])[C:17]([O:19][C:20]([CH3:23])([CH3:22])[CH3:21])=[O:18])[CH3:8].Cl[C:33]1[S:37][N:36]=[C:35]([CH3:38])[N:34]=1>O1CCCC1>[CH2:7]([O:9][C:10](=[O:31])[CH2:11][CH2:12][CH2:13][CH2:14][CH2:15][C:16]([C:24]([O:26][C:27]([CH3:30])([CH3:29])[CH3:28])=[O:25])([C:33]1[S:37][N:36]=[C:35]([CH3:38])[N:34]=1)[C:17]([O:19][C:20]([CH3:21])([CH3:22])[CH3:23])=[O:18])[CH3:8] |f:0.1|. Procedure: Potassium tert-butoxide (12.2 g, 0.11 mol) followed by 2-tert-butoxycarbonyloctanedioic acid 1-tert-butyl ester 8-ethyl ester (2021037) (30.0 g, 83.8 mmol) was added portionwise to stirred tetrahydrofuran (170 mL) and then 5-chloro-3-methyl-1,2,4-thiadiazole (2009380) (11.3 g, 83.8 mmol) was added to the resultant slurry. The mixture was heated at reflux overnight before being quenched with water (150 mL) and extracted with dichloromethane (3×200 mL). The combined organic fractions were dried (M... The reactants are FC1=CC=C(C=C1)C=1N=C2OC=CN2C1C=1C=CC2=C(NC(=[N+]2[O-])C2=CC=NC=C2)C1 (6-[6-(4-fluorophenyl)-imidazo[2,1-b]oxazol-5-yl]-2-pyridin-4-yl-1H-benzoimidazole 3-oxide), O.O.[Sn](Cl)Cl (tin(II) chloride dihydrate), C(=O)(O)[O-].[Na+] (NaHCO3), N(=O)[O-].[Na+] (NaNO2). Solvent: CCO (EtOH), O (water). Conditions: temperature 70 celsius, time 2 hour. The product is FC1=CC=C(C=C1)C=1N=C2OC=CN2C1C=1C=CC2=C(NC(=N2)C2=CC=NC=C2)C1 (6-[6-(4-Fluorophenyl)-imidazo[2,1-b]oxazol-5-yl]-2-pyridin-4-yl-1H-benzimidazole). The yield is 67.7%. As a reaction SMILES: [F:1][C:2]1[CH:7]=[CH:6][C:5]([C:8]2[N:9]=[C:10]3[N:14]([C:15]=2[C:16]2[CH:17]=[CH:18][C:19]4[N+:23]([O-])=[C:22]([C:25]5[CH:30]=[CH:29][N:28]=[CH:27][CH:26]=5)[NH:21][C:20]=4[CH:31]=2)[CH:13]=[CH:12][O:11]3)=[CH:4][CH:3]=1.O.O.[Sn](Cl)Cl.C([O-])(O)=O.[Na+].N([O-])=O.[Na+]>O.CCO>[F:1][C:2]1[CH:7]=[CH:6][C:5]([C:8]2[N:9]=[C:10]3[N:14]([C:15]=2[C:16]2[CH:17]=[CH:18][C:19]4[N:23]=[C:22]([C:25]5[CH:30]=[CH:29][N:28]=[CH:27][CH:26]=5)[NH:21][C:20]=4[CH:31]=2)[CH:13]=[CH:12][O:11]3)=[CH:4][CH:3]=1 |f:1.2.3,4.5,6.7|. Procedure details: A mixture of 6-[6-(4-fluorophenyl)-imidazo[2,1-b]oxazol-5-yl]-2-pyridin-4-yl-1H-benzoimidazole 3-oxide (0.26 g, 0.56 mmol), tin(II) chloride dihydrate (0.64 g, 2.8 mmol) and EtOH (5.5 mL) was heated at about 70° C. for about 18 h. The reaction was poured over ice then the pH was adjusted to 8 with saturated aqueous NaHCO3 and filtered to remove tin salts. The filter cake was stirred with EtOAc (3×30 mL) then filtered. Each organic filtrate was then used to extract the initial aqueous filtrate. T... Reactants: N#CC1CCC(C=O)CC1, CCCCCC(CO)CO, Cc1ccc(S(=O)(=O)O)cc1, c1ccccc1. The product is CCCCCC1COC(C2CCC(C#N)CC2)OC1. RXN SMILES: [C:1](#[N:2])[CH:3]1[CH2:4][CH2:5][CH:6]([CH:9]=[O:10])[CH2:7][CH2:8]1.[CH2:11]([CH2:12][CH2:13][CH2:14][CH3:15])[CH:16]([CH2:17][OH:18])[CH2:19][OH:20].[c:21]1([CH3:22])[cH:23][cH:24][c:25]([S:26]([OH:27])(=[O:28])=[O:29])[cH:30][cH:31]1.[cH:32]1[cH:33][cH:34][cH:35][cH:36][cH:37]1>>[C:1](#[N:2])[CH:3]1[CH2:4][CH2:5][CH:6]([CH:9]2[O:10][CH2:19][CH:16]([CH2:11][CH2:12][CH2:13][CH2:14][CH3:15])[CH2:17][O:18]2)[CH2:7][CH2:8]1. Reactants: Cl (hydrochloric acid), C(#N)C=1C=C(C=CC1OCC(C)C)C=1SC(=C(N1)C)C(=O)OCC (Ethyl 2-(3-cyano-4-isobutoxyphenyl)-4-methylthiazole-5-carboxylate), CC(=O)C (acetone), O.[OH-].[Li+] (lithium hydroxide monohydrate). The solvent is O (water), C(C)(=O)OCC (ethyl acetate). Reaction conditions: temperature 25 celsius. Yields the product CC1=C(SC(=N1)C=2C=CC(=C(C2)C#N)OCC(C)C)C(=O)O (Febuxostat). The yield is 70.8%. As a reaction SMILES: [C:1]([C:3]1[CH:4]=[C:5]([C:14]2[S:15][C:16]([C:20]([O:22]CC)=[O:21])=[C:17]([CH3:19])[N:18]=2)[CH:6]=[CH:7][C:8]=1[O:9][CH2:10][CH:11]([CH3:13])[CH3:12])#[N:2].CC(C)=O.O.[OH-].[Li+].Cl>C(OCC)(=O)C.O>[CH3:19][C:17]1[N:18]=[C:14]([C:5]2[CH:6]=[CH:7][C:8]([O:9][CH2:10][CH:11]([CH3:13])[CH3:12])=[C:3]([C:1]#[N:2])[CH:4]=2)[S:15][C:16]=1[C:20]([OH:22])=[O:21] |f:2.3.4|. Reported procedure: Ethyl 2-(3-cyano-4-isobutoxyphenyl)-4-methylthiazole-5-carboxylate (8.0 Kg), acetone (80 L), lithium hydroxide monohydrate (1.2 Kg), and water (12 L) were mixed and heated to reflux. The mixture was maintained under reflux until reaction completion. After the reaction was complete, the mass was cooled to about 25° C., ethyl acetate (120 L) was added, and pH was adjusted to about 1 to 2 with hydrochloric acid (3.2 L). The organic layer was separated and the aqueous layer was extracted with ethyl ...